Dataset: the Open Reaction Database (ORD), a public repository of structured organic reaction records. Task: describe an organic reaction: reactants, conditions, products, and yield Reactants: S1C(=CC=C1)C(=O)Cl (Thiophene-2-carbonyl chloride), NC=1C=C(C(=O)C2=CC=C3CC(NC3=C2)=O)C=CC1 (6-(3-Amino-benzoyl)-1,3-dihydro-indol-2-one), acid chloride. Run in C1CCOC1 (THF), C1CCOC1 (THF). Product: O=C1NC2=CC(=CC=C2C1)C(=O)C=1C=C(C=CC1)NC(=O)C=1SC=CC1 (Thiophene-2-carboxylic acid [3-(2-oxo-2,3-dihydro-1H-indole-6-carbonyl)-phenyl]-amide). Isolated yield 84.0%. Reaction SMILES: [S:1]1[CH:5]=[CH:4][CH:3]=[C:2]1[C:6](Cl)=[O:7].[NH2:9][C:10]1[CH:11]=[C:12]([CH:25]=[CH:26][CH:27]=1)[C:13]([C:15]1[CH:23]=[C:22]2[C:18]([CH2:19][C:20](=[O:24])[NH:21]2)=[CH:17][CH:16]=1)=[O:14]>C1COCC1>[O:24]=[C:20]1[CH2:19][C:18]2[C:22](=[CH:23][C:15]([C:13]([C:12]3[CH:11]=[C:10]([NH:9][C:6]([C:2]4[S:1][CH:5]=[CH:4][CH:3]=4)=[O:7])[CH:27]=[CH:26][CH:25]=3)=[O:14])=[CH:16][CH:17]=2)[NH:21]1. Procedure details: A dry 250 mL flask was charged with Thiophene-2-carbonyl chloride (1.14 g, 7.77 mmol) and THF (60 mL). 6-(3-Amino-benzoyl)-1,3-dihydro-indol-2-one (as prepared in Example 40, 1.508 g, 5.978 mmol) was added to the THF solution of the acid chloride, and the mixture was allowed to reflux for 3 h. The reaction mixture was then allowed to cool to room temperature. The room temperature reaction mixture was concentrated in vacuo. The solid residue was suspended in boiling EtOAc. The suspension was allo...